From a dataset of the Open Reaction Database (ORD), a public repository of structured organic reaction records. describe an organic reaction: reactants, conditions, products, and yield Starting materials: Cl (HCl), ClC=1C=CC(=C(C=O)C1)O (5-chloro-2-hydroxy-benzaldehyde), C(=O)([O-])[O-].[K+].[K+] (K2CO3), C(C)(C)(C)NS(=O)(=O)CCl (N-tert-butyl-C-chloro-methanesulfonamide). Solvent: CN(C)C=O (DMF). Reaction conditions: temperature 60 celsius. The product is C(C)(C)(C)NS(=O)(=O)COC1=C(C=C(C=C1)Cl)C=O (N-tert-butyl-C-(4-chloro-2-formyl-phenoxy)-methanesulfonamide). The yield is 49.5%. Reaction SMILES: [Cl:1][C:2]1[CH:3]=[CH:4][C:5]([OH:10])=[C:6]([CH:9]=1)[CH:7]=[O:8].C([O-])([O-])=O.[K+].[K+].[C:17]([NH:21][S:22]([CH2:25]Cl)(=[O:24])=[O:23])([CH3:20])([CH3:19])[CH3:18].Cl>CN(C=O)C>[C:17]([NH:21][S:22]([CH2:25][O:10][C:5]1[CH:4]=[CH:3][C:2]([Cl:1])=[CH:9][C:6]=1[CH:7]=[O:8])(=[O:24])=[O:23])([CH3:20])([CH3:19])[CH3:18] |f:1.2.3|. Procedure: A mixture of 5-chloro-2-hydroxy-benzaldehyde (13.9 g, 89.2 mmol), K2CO3 (24.6 g, 178.3 mmol) and N-tert-butyl-C-chloro-methanesulfonamide (16.5 g, 89.2 mmol) in DMF (20 mL) was heated at 60° C. overnight. After cooled to room temperature, the mixture was neutralized by addition of aqueous HCl solution and extracted with ethyl acetate. The organic phase was washed with water, brine, dried over anhydrous Na2SO4 and concentrated to give the crude product. The crude product was washed with diethyl e... Reaction SMILES: [C:1]1([P:7]([C:14]2[CH:19]=[CH:18][CH:17]=[CH:16][CH:15]=2)[C:8]2[CH:13]=[CH:12][CH:11]=[CH:10][CH:9]=2)[CH:6]=[CH:5][CH:4]=[CH:3][CH:2]=1.[Br:20][CH2:21][CH:22]=[CH:23][C:24]#[C:25][Si:26]([CH3:29])([CH3:28])[CH3:27]>C1(C)C=CC=CC=1.C(OC)(C)(C)C>[Br-:20].[CH3:27][Si:26]([CH3:29])([CH3:28])[C:25]#[C:24]/[CH:23]=[CH:22]/[CH2:21][P+:7]([C:1]1[CH:2]=[CH:3][CH:4]=[CH:5][CH:6]=1)([C:8]1[CH:13]=[CH:12][CH:11]=[CH:10][CH:9]=1)[C:14]1[CH:15]=[CH:16][CH:17]=[CH:18][CH:19]=1 |f:4.5|. Procedure: Triphenylphosphine (64.1 g, 0.244 mol) was added to a solution of 1-bromo-5-trimethylsilylpent-2-en-4-yne (44.26 g, 0.204 mol) in toluene (204 mL). The mixture was stirred at ambient temperature under a nitrogen atmosphere. After 3 days the suspension was diluted with methyl tert-butyl ether (408 mL), stirred for 1 hour at ambient temperature, and the precipitate was collected by filtration. The filter cake was washed with methyl tert-butyl ether and dried under vacuum at 30° C. to get 79 g of 2... Run in C1(=CC=CC=C1)C (toluene), C(C)(C)(C)OC (methyl tert-butyl ether). Isolated yield 80.8%. The product is [Br-].C[Si](C#C/C=C/C[P+](C1=CC=CC=C1)(C1=CC=CC=C1)C1=CC=CC=C1)(C)C (2E-5-trimethylsilylpent-2-en-4-ynyltriphenyl-phosphonium bromide). Reactants: C1(=CC=CC=C1)P(C1=CC=CC=C1)C1=CC=CC=C1 (Triphenylphosphine), BrCC=CC#C[Si](C)(C)C (1-bromo-5-trimethylsilylpent-2-en-4-yne). Reactants: COc1cc(Br)c2c3c1OC1CC(O)C=CC31CCNC2, [Ca+2], [Cl-], [Cl-], [Zn]. Yields the product COc1ccc2c3c1OC1CC(O)C=CC31CCNC2. Reaction SMILES: [Br:4][c:5]1[cH:6][c:7]([O:23][CH3:24])[c:8]2[c:9]3[c:15]1[CH2:14][NH:13][CH2:12][CH2:11][C:10]31[CH:16]([O:17]2)[CH2:18][CH:19]([OH:22])[CH:20]=[CH:21]1.[Ca+2:3].[Cl-:1].[Cl-:2].[Zn:25]>>[cH:5]1[cH:6][c:7]([O:23][CH3:24])[c:8]2[c:9]3[c:15]1[CH2:14][NH:13][CH2:12][CH2:11][C:10]31[CH:16]([O:17]2)[CH2:18][CH:19]([OH:22])[CH:20]=[CH:21]1. The reactants are [Si](C1=CC=CC=C1)(C1=CC=CC=C1)(C(C)(C)C)O[C@@H]1CC[C@H](C2=CC(=CC=C12)F)NC1=NC(=NC=C1N)N1C=NC2=C1C=C(C=C2)F (N4-((1R,4R)-4-(tert-butyldiphenylsilyloxy)-7-fluoro-1,2,3,4-tetrahydronaphthalen-1-yl)-2-(6-fluoro-1H-benzo[d]imidazol-1-yl)pyrimidine-4,5-diamine), C1=CN(C=N1)C(=O)N2C=CN=C2 (CDI). Run in C1CCOC1 (THF). Run at time 8 hour. The product is [Si](C1=CC=CC=C1)(C1=CC=CC=C1)(C(C)(C)C)O[C@@H]1CC[C@H](C2=CC(=CC=C12)F)N1C2=NC(=NC=C2NC1=O)N1C=NC2=C1C=C(C=C2)F (9-((1R,4R)-4-(tert-butyldiphenylsilyloxy)-7-fluoro-1,2,3,4-tetrahydronaphthalen-1-yl)-2-(6-fluoro-1H-benzo[d]imidazol-1-yl)-7H-purin-8(9H)-one). Yield: 83.1%. RXN SMILES: [Si:1]([O:18][C@H:19]1[C:28]2[C:23](=[CH:24][C:25]([F:29])=[CH:26][CH:27]=2)[C@H:22]([NH:30][C:31]2[C:36]([NH2:37])=[CH:35][N:34]=[C:33]([N:38]3[C:42]4[CH:43]=[C:44]([F:47])[CH:45]=[CH:46][C:41]=4[N:40]=[CH:39]3)[N:32]=2)[CH2:21][CH2:20]1)([C:14]([CH3:17])([CH3:16])[CH3:15])([C:8]1[CH:13]=[CH:12][CH:11]=[CH:10][CH:9]=1)[C:2]1[CH:7]=[CH:6][CH:5]=[CH:4][CH:3]=1.C1N=CN([C:53](N2C=NC=C2)=[O:54])C=1>C1COCC1>[Si:1]([O:18][C@H:19]1[C:28]2[C:23](=[CH:24][C:25]([F:29])=[CH:26][CH:27]=2)[C@H:22]([N:30]2[C:53](=[O:54])[NH:37][C:36]3[C:31]2=[N:32][C:33]([N:38]2[C:42]4[CH:43]=[C:44]([F:47])[CH:45]=[CH:46][C:41]=4[N:40]=[CH:39]2)=[N:34][CH:35]=3)[CH2:21][CH2:20]1)([C:14]([CH3:16])([CH3:15])[CH3:17])([C:2]1[CH:3]=[CH:4][CH:5]=[CH:6][CH:7]=1)[C:8]1[CH:9]=[CH:10][CH:11]=[CH:12][CH:13]=1. Reported procedure: N4-((1R,4R)-4-(tert-butyldiphenylsilyloxy)-7-fluoro-1,2,3,4-tetrahydronaphthalen-1-yl)-2-(6-fluoro-1H-benzo[d]imidazol-1-yl)pyrimidine-4,5-diamine (490 mg, 0.751 mmol, 1 equiv) was dissolved in anhydrous THF (15 mL) and CDI (737 mg, 4.54 mmol, 7 equiv) was added. The reaction was stirred at RT under argon overnight. The solvent was removed by evaporation. The residue was dissolved in EtOAc (30 mL) and washed with saturated NaHCO3, water and brine, dried (Na2SO4). The organic layer was evaporated... Starting materials: O (Water), FC1=CC2=C(C=C1C#N)C1(C(N(C3=CC=CC=C13)C[C@@H]1OCCC1)=O)CO2 (6-fluoro-2′-oxo-1′-[(2R)-tetrahydrofuran-2-ylmethyl]-1′,2′-dihydrospiro[1-benzofuran-3,3′-indole]-5-carbonitrile), CC(C)=NO (acetone oxime), C([O-])([O-])=O.[Cs+].[Cs+] (cesium carbonate). Run in CN(C=O)C (N,N-dimethylformamide). Reaction conditions: time 19 hour. Yields the product NC1=NOC2=C1C=C1C(=C2)OCC12C(N(C1=CC=CC=C21)C[C@@H]2OCCC2)=O (3-amino-1′-[(2R)-tetrahydrofuran-2-ylmethyl]spiro[furo[3,2-f][1,2]benzisoxazole-5,3′-indol]-2′(1′H)-one). Yield: 20.4%. As a reaction SMILES: F[C:2]1[C:7]([C:8]#[N:9])=[CH:6][C:5]2[C:10]3([CH2:26][O:27][C:4]=2[CH:3]=1)[C:18]1[C:13](=[CH:14][CH:15]=[CH:16][CH:17]=1)[N:12]([CH2:19][C@H:20]1[CH2:24][CH2:23][CH2:22][O:21]1)[C:11]3=[O:25].CC(=[N:31][OH:32])C.C(=O)([O-])[O-].[Cs+].[Cs+].O>CN(C)C=O>[NH2:9][C:8]1[C:7]2[CH:6]=[C:5]3[C:10]4([C:18]5[C:13](=[CH:14][CH:15]=[CH:16][CH:17]=5)[N:12]([CH2:19][C@H:20]5[CH2:24][CH2:23][CH2:22][O:21]5)[C:11]4=[O:25])[CH2:26][O:27][C:4]3=[CH:3][C:2]=2[O:32][N:31]=1 |f:2.3.4|. Procedure details: To a stirred solution of 6-fluoro-2′-oxo-1′-[(2R)-tetrahydrofuran-2-ylmethyl]-1′,2′-dihydrospiro[1-benzofuran-3,3′-indole]-5-carbonitrile (0.59 g, 1.6 mol) and acetone oxime (0.35 g, 4.8 mmol) in N,N-dimethylformamide (20 mL) was added cesium carbonate (1.56 g, 4.8 mmol). The reaction mixture was stirred at ambient temperature for 19 h, then heated at 60° C. for 7 h and allowed to cool to ambient temperature. Water was added and the mixture was extracted with ethyl acetate (3×50 mL). The combine... The reactants are C(C)(=O)OCC (ethyl acetate), N(=C=O)C1=CC=CC=C1 (1-isocyanatobenzene), NCCC=1N=C(SC1)NC1=NC=CC=C1OCC1=CC=CC=C1 (4-(2-aminoethyl)-N-(3-(benzyloxy)pyridin-2-yl)thiazol-2-amine). The solvent is CN(C)C=O (DMF). Run at time 2 hour. Product: C(C1=CC=CC=C1)OC=1C(=NC=CC1)NC=1SC=C(N1)CCNC(=O)NC1=CC=CC=C1 (1-(2-(2-(3-(Benzyloxy)pyridin-2-ylamino)thiazol-4-yl)ethyl)-3-phenylurea). Isolated yield 35.7%. Reaction SMILES: [NH2:1][CH2:2][CH2:3][C:4]1[N:5]=[C:6]([NH:9][C:10]2[C:15]([O:16][CH2:17][C:18]3[CH:23]=[CH:22][CH:21]=[CH:20][CH:19]=3)=[CH:14][CH:13]=[CH:12][N:11]=2)[S:7][CH:8]=1.[N:24]([C:27]1[CH:32]=[CH:31][CH:30]=[CH:29][CH:28]=1)=[C:25]=[O:26].C(OCC)(=O)C>CN(C=O)C>[CH2:17]([O:16][C:15]1[C:10]([NH:9][C:6]2[S:7][CH:8]=[C:4]([CH2:3][CH2:2][NH:1][C:25]([NH:24][C:27]3[CH:32]=[CH:31][CH:30]=[CH:29][CH:28]=3)=[O:26])[N:5]=2)=[N:11][CH:12]=[CH:13][CH:14]=1)[C:18]1[CH:23]=[CH:22][CH:21]=[CH:20][CH:19]=1. Reported procedure: Crude 4-(2-aminoethyl)-N-(3-(benzyloxy)pyridin-2-yl)thiazol-2-amine (Example 134, Step A; 0.25 g, 0.766 mmol) was dissolved in DMF (10 mL), and 1-isocyanatobenzene (0.182 g, 1.53 mmol) was added. The reaction mixture was stirred for 2 hours, then partitioned between ethyl acetate and water. The organic layer was washed with water and brine, dried, and concentrated. The residue was purified via MPLC (Biotage) eluting with 2:3 hexane:ethyl acetate to afford the title compound (0.122 g, 35.8% yield... The reactants are CC(C)(C)[Si](C)(C)OCCCn1cc(C(F)(F)F)c(=O)[nH]c1=O, ClCCl, O=C(O)C(F)(F)F. Product: O=c1[nH]c(=O)n(CCCO)cc1C(F)(F)F. Reaction SMILES: [C:1]([Si:2]([CH3:3])([CH3:4])[O:6][CH2:7][CH2:8][CH2:9][n:10]1[c:11](=[O:21])[nH:12][c:13](=[O:20])[c:14]([C:16]([F:17])([F:18])[F:19])[cH:15]1)([CH3:5])([CH3:22])[CH3:23].[Cl:31][CH2:32][Cl:33].[F:24][C:25]([F:26])([F:27])[C:28]([OH:29])=[O:30]>>[OH:6][CH2:7][CH2:8][CH2:9][n:10]1[c:11](=[O:21])[nH:12][c:13](=[O:20])[c:14]([C:16]([F:17])([F:18])[F:19])[cH:15]1.